From a dataset of the Open Reaction Database (ORD), a public repository of structured organic reaction records. describe an organic reaction: reactants, conditions, products, and yield The reactants are IC1=CNC2=C1C(=NC=C2)OC (3-iodo-4-methoxy-1H-pyrrolo[3,2-c]pyridine), [H-].[Na+] (sodium hydride), CC1=CC=C(C=C1)S(=O)(=O)OC(COC)CC (1-methoxybutan-2-yl 4-methylbenzenesulfonate). Solvent: CN(C)C=O (DMF). Reaction conditions: time 1 hour. The product is IC1=CN(C2=C1C(=NC=C2)OC)C(COC)CC (3-iodo-4-methoxy-1-(1-methoxybutan-2-yl)-1H-pyrrolo[3,2-c]pyridine). Yield: 89.6%. RXN SMILES: [I:1][C:2]1[C:6]2[C:7]([O:11][CH3:12])=[N:8][CH:9]=[CH:10][C:5]=2[NH:4][CH:3]=1.[H-].[Na+].CC1C=CC(S(O[CH:26]([CH2:30][CH3:31])[CH2:27][O:28][CH3:29])(=O)=O)=CC=1>CN(C=O)C>[I:1][C:2]1[C:6]2[C:7]([O:11][CH3:12])=[N:8][CH:9]=[CH:10][C:5]=2[N:4]([CH:26]([CH2:30][CH3:31])[CH2:27][O:28][CH3:29])[CH:3]=1 |f:1.2|. Procedure: To a solution of 3-iodo-4-methoxy-1H-pyrrolo[3,2-c]pyridine (0.500 g) in DMF (15 mL) was added sodium hydride (60% dispersion in mineral oil, 18.3 mg), and the mixture was stirred at room temperature for 1 hr, 1-methoxybutan-2-yl 4-methylbenzenesulfonate (1.18 g) was added thereto, and the mixture was stirred overnight at room temperature. The reaction mixture was extracted with water and ethyl acetate, and the organic layer was washed with saturated brine, dried over anhydrous magnesium sulfate... The product is NC(C(=O)O)c1ccc(O)c(CO)c1. Reactants: O=C([O-])O, Cl, NC(C(=O)O)c1ccc(O)c(CCl)c1, [Na+], O. RXN SMILES: [C:16]([O-:17])(=[O:18])[OH:19].[ClH:1].[NH2:2][CH:3]([C:4](=[O:5])[OH:6])[c:7]1[cH:8][c:9]([CH2:14][Cl:15])[c:10]([OH:13])[cH:11][cH:12]1.[Na+:20].[OH2:21]>>[NH2:2][CH:3]([C:4](=[O:5])[OH:6])[c:7]1[cH:8][c:9]([CH2:14][OH:17])[c:10]([OH:13])[cH:11][cH:12]1. Starting materials: ClC1=CC(=C(C(=O)O)C=C1)OCC(C(C)=O)=O (4-chloro-2-(2,3-dioxobutoxy)benzoic acid), CC(=O)[O-].[Na+] (NaOAc), CC(=O)O (HOAc). Solvent: CC(=O)OC(=O)C (Ac2O), O (water). Reaction conditions: temperature 150 celsius, time 3 hour. The product is C(C)(=O)OC1=COC2=C1C=CC(=C2)C (6-methyl-1-benzofuran-3-yl acetate). The yield is 85.0%. RXN SMILES: Cl[C:2]1[CH:10]=[CH:9][C:5]([C:6]([OH:8])=O)=[C:4]([O:11][CH2:12]C(=O)C(=O)C)[CH:3]=1.[CH3:18][C:19]([O-:21])=O.[Na+].[CH3:23]C(O)=O>CC(OC(C)=O)=O.O>[C:19]([O:8][C:6]1[C:5]2[CH:9]=[CH:10][C:2]([CH3:23])=[CH:3][C:4]=2[O:11][CH:12]=1)(=[O:21])[CH3:18] |f:1.2|. Reported procedure: To a solution of 4-chloro-2-(2,3-dioxobutoxy)benzoic acid (5 g, 19.48 mmol) in HOAc (80 mL) and Ac2O (100 mL) was added NaOAc (4.2 g, 51.22 mmol). After stirring for 3 h at 150° C., the resulting mixture was dissolved in water (1000 mL), extracted with ethyl acetate (3×200 mL), dried over anhydrous magnesium sulfate and concentrated in vacuo to give 6-methyl-1-benzofuran-3-yl acetate as off-white oil (3.8 g, 85%). Reactants: C=O, CCOC(=O)c1c(C)ncn1C, [Na+], [Na+], [OH-], O, O=S([O-])O. Product: Cc1ncn(C)c1CO. Reaction SMILES: [CH2:20]=[O:21].[CH3:1][n:2]1[cH:3][n:4][c:5]([CH3:12])[c:6]1[C:7](=[O:8])[O:9][CH2:10][CH3:11].[Na+:14].[Na+:19].[OH-:13].[OH2:22].[S:15](=[O:16])([OH:17])[O-:18]>>[CH3:1][n:2]1[cH:3][n:4][c:5]([CH3:12])[c:6]1[CH2:7][OH:8]. Run at time 18 hour. As a reaction SMILES: [Cl:1][C:2]1[CH:3]=[C:4]([CH:9]=[CH:10][C:11]=1[S:12]([N:15](CC1C=CC(OC)=CC=1OC)[C:16]1[S:17][C:18]([Cl:21])=[CH:19][N:20]=1)(=[O:14])=[O:13])[C:5]([O:7]C)=[O:6].[OH-].[Na+]>CO>[Cl:1][C:2]1[CH:3]=[C:4]([CH:9]=[CH:10][C:11]=1[S:12]([NH:15][C:16]1[S:17][C:18]([Cl:21])=[CH:19][N:20]=1)(=[O:13])=[O:14])[C:5]([OH:7])=[O:6] |f:1.2|. The solvent is CO (MeOH). Starting materials: ClC=1C=C(C(=O)OC)C=CC1S(=O)(=O)N(C=1SC(=CN1)Cl)CC1=C(C=C(C=C1)OC)OC (Methyl 3-chloro-4-{[(2,4-dimethoxybenzyl)(5-chloro-1,3-thiazol-2-yl)amino]sulfonyl}benzoate), [OH-].[Na+] (sodium hydroxide). Procedure details: Methyl 3-chloro-4-{[(2,4-dimethoxybenzyl)(5-chloro-1,3-thiazol-2-yl)amino]sulfonyl}benzoate (Preparation 34, 3.2 g, 6.2 mmol, 1 eq) was suspended in 2.5M sodium hydroxide (7.4 ml, 18.6 mmol, 3 eq) and MeOH (40 ml) and the reaction mixture heated at 50° C. for 2 hours. The reaction mixture was concentrated in vacuo and the residue dissolved in 4M HCl in dioxane at 0° C. and the reaction mixture stirred at room temperature for 18 hours. The resulting precipitate was collected by filtration to yiel... Isolated yield 146.8%. The product is ClC=1C=C(C(=O)O)C=CC1S(=O)(=O)NC=1SC(=CN1)Cl (3-Chloro-4-{[(5-chloro-1,3-thiazol-2-yl)amino]sulfonyl}benzoic acid). Starting materials: CC([O-])=S, COC(=O)NCc1csc(N2CC(OS(C)(=O)=O)C2)n1, CN(C)C=O, [K+]. Yields the product COC(=O)NCc1csc(N2CC(SC(C)=O)C2)n1. RXN SMILES: [C:21]([CH3:22])(=[S:23])[O-:24].[CH3:1][S:2]([O:3][CH:6]1[CH2:7][N:8]([c:10]2[s:11][cH:12][c:13]([CH2:15][NH:16][C:17](=[O:18])[O:19][CH3:20])[n:14]2)[CH2:9]1)(=[O:4])=[O:5].[CH3:26][N:27]([CH3:28])[CH:29]=[O:30].[K+:25]>>[CH:6]1([S:23][C:21]([CH3:22])=[O:24])[CH2:7][N:8]([c:10]2[s:11][cH:12][c:13]([CH2:15][NH:16][C:17](=[O:18])[O:19][CH3:20])[n:14]2)[CH2:9]1.